This data is from the Open Reaction Database (ORD), a public repository of structured organic reaction records. The task is: describe an organic reaction: reactants, conditions, products, and yield Starting materials: BrC1=CC=C(C=N1)C(=O)N1CCN(CC1)C1=NC=C(C=C1C)C ((6-bromopyridin-3-yl)[4-(3,5-dimethylpyridin-2-yl)piperazin-1-yl]methanone), CC=1C(=NC=C(C1)C)N1CCN(CC1)C(=O)C=1C=CC(=NC1)N1C(N(C[C@@H]1C)CC1=CC=C(C=C1)OC)=O ((S)-3-{5-[4-(3,5-dimethylpyridin-2-yl)piperazine-1-carbonyl]pyridin-2-yl}-1-(4-methoxybenzyl)-4-methylimidazolidin-2-one), COC1=CC=C(CN2C(N[C@H](C2)C)=O)C=C1 ((S)-1-(4-methoxybenzyl)-4-methylimidazolidin-2-one). The product is CC=1C(=NC=C(C1)C)N1CCN(CC1)C(=O)C=1C=CC(=NC1)N1C(NC[C@@H]1C)=O ((S)-1-{5-[4-(3,5-dimethylpyridin-2-yl)piperazine-1-carbonyl]pyridin-2-yl}-5-methylimidazolidin-2-one). RXN SMILES: BrC1N=CC(C(N2CCN(C3C(C)=CC(C)=CN=3)CC2)=O)=CC=1.COC1C=CC(CN2C[C@H](C)NC2=O)=CC=1.[CH3:40][C:41]1[C:42]([N:48]2[CH2:53][CH2:52][N:51]([C:54]([C:56]3[CH:57]=[CH:58][C:59]([N:62]4[C@@H:66]([CH3:67])[CH2:65][N:64](CC5C=CC(OC)=CC=5)[C:63]4=[O:77])=[N:60][CH:61]=3)=[O:55])[CH2:50][CH2:49]2)=[N:43][CH:44]=[C:45]([CH3:47])[CH:46]=1>>[CH3:40][C:41]1[C:42]([N:48]2[CH2:49][CH2:50][N:51]([C:54]([C:56]3[CH:57]=[CH:58][C:59]([N:62]4[C@@H:66]([CH3:67])[CH2:65][NH:64][C:63]4=[O:77])=[N:60][CH:61]=3)=[O:55])[CH2:52][CH2:53]2)=[N:43][CH:44]=[C:45]([CH3:47])[CH:46]=1. Reported procedure: Using (6-bromopyridin-3-yl)[4-(3,5-dimethylpyridin-2-yl)piperazin-1-yl]methanone (150 mg) described in Preparation Example 127 and (S)-1-(4-methoxybenzyl)-4-methylimidazolidin-2-one (106 mg) described in Preparation Example 204 and by the reaction and treatment in the same manner as in Example 426, the title compound (96 mg) was obtained via (S)-3-{5-[4-(3,5-dimethylpyridin-2-yl)piperazine-1-carbonyl]pyridin-2-yl}-1-(4-methoxybenzyl)-4-methylimidazolidin-2-one. Starting materials: COC(CC=1C=C(C(=CC1)OC)C1=C(C=C(C=C1)C(F)(F)F)C=O)=O ((2′-formyl-6-methoxy-4′-trifluoromethyl-biphenyl-3-yl)-acetic acid methyl ester), C(C1=CC=CC=C1)N (benzylamine). The product is COC(CC=1C=C(C(=CC1)OC)C1=C(C=C(C=C1)C(F)(F)F)CNCC1=CC=CC=C1)=O ([2′-(Benzylamino-methyl)-6-methoxy-4′-trifluoromethyl-biphenyl-3-yl]-acetic acid methyl ester). As a reaction SMILES: [CH3:1][O:2][C:3](=[O:25])[CH2:4][C:5]1[CH:6]=[C:7]([C:13]2[CH:18]=[CH:17][C:16]([C:19]([F:22])([F:21])[F:20])=[CH:15][C:14]=2[CH:23]=O)[C:8]([O:11][CH3:12])=[CH:9][CH:10]=1.[CH2:26]([NH2:33])[C:27]1[CH:32]=[CH:31][CH:30]=[CH:29][CH:28]=1>>[CH3:1][O:2][C:3](=[O:25])[CH2:4][C:5]1[CH:6]=[C:7]([C:13]2[CH:18]=[CH:17][C:16]([C:19]([F:22])([F:21])[F:20])=[CH:15][C:14]=2[CH2:23][NH:33][CH2:26][C:27]2[CH:32]=[CH:31][CH:30]=[CH:29][CH:28]=2)[C:8]([O:11][CH3:12])=[CH:9][CH:10]=1. Procedure details: Prepared according to the procedure described in Example 1, Step 5, using the following starting materials: (2′-formyl-6-methoxy-4′-trifluoromethyl-biphenyl-3-yl)-acetic acid methyl ester and benzylamine. The product is CNC(=O)c1c(-c2ccccc2)noc1CC(=O)c1ccccc1. RXN SMILES: [CH3:25][C:26](=[O:27])[OH:28].[O:29]=[Cr:30](=[O:31])=[O:32].[OH2:33].[c:1]1(-[c:7]2[n:8][o:9][c:10]([CH2:16][CH:17]([c:18]3[cH:19][cH:20][cH:21][cH:22][cH:23]3)[OH:24])[c:11]2[C:12](=[O:13])[NH:14][CH3:15])[cH:2][cH:3][cH:4][cH:5][cH:6]1>>[c:1]1(-[c:7]2[n:8][o:9][c:10]([CH2:16][C:17]([c:18]3[cH:19][cH:20][cH:21][cH:22][cH:23]3)=[O:24])[c:11]2[C:12](=[O:13])[NH:14][CH3:15])[cH:2][cH:3][cH:4][cH:5][cH:6]1. The reactants are CC(=O)O, O=[Cr](=O)=O, O, CNC(=O)c1c(-c2ccccc2)noc1CC(O)c1ccccc1.